This data is from the Open Reaction Database (ORD), a public repository of structured organic reaction records. The task is: describe an organic reaction: reactants, conditions, products, and yield Starting materials: [Br-], BrCCCC[P+](c1ccccc1)(c1ccccc1)c1ccccc1, O=Cc1ccc(F)cc1. The product is Fc1ccc(C=CCCCBr)cc1. Reaction SMILES: [Br-:10].[Br:11][CH2:12][CH2:13][CH2:14][CH2:15][P+:16]([c:17]1[cH:18][cH:19][cH:20][cH:21][cH:22]1)([c:23]1[cH:24][cH:25][cH:26][cH:27][cH:28]1)[c:29]1[cH:30][cH:31][cH:32][cH:33][cH:34]1.[F:1][c:2]1[cH:3][cH:4][c:5]([CH:6]=[O:7])[cH:8][cH:9]1>>[F:1][c:2]1[cH:3][cH:4][c:5]([CH:6]=[CH:15][CH2:14][CH2:13][CH2:12][Br:11])[cH:8][cH:9]1.